Dataset: the Open Reaction Database (ORD), a public repository of structured organic reaction records. Task: describe an organic reaction: reactants, conditions, products, and yield The reactants are C1(=CC=CC=C1)C1=NNC2=C(N1)C=NC=C2 (3-Phenyl-1,4-dihydropyrido[3,4-e]-as-triazine), C(C)(=O)OC(C)=O (acetic anhydride). Product: C1(=CC=CC=C1)C1=NN(C2=C(N1)C=NC=C2)C(C)=O (3-phenyl-1-acetyl-1,4-dihydropyrido[3,4-e]-as-triazine). Isolated yield 76.0%. RXN SMILES: [C:1]1([C:7]2[NH:12][C:11]3[CH:13]=[N:14][CH:15]=[CH:16][C:10]=3[NH:9][N:8]=2)[CH:6]=[CH:5][CH:4]=[CH:3][CH:2]=1.[C:17](OC(=O)C)(=[O:19])[CH3:18]>>[C:1]1([C:7]2[NH:12][C:11]3[CH:13]=[N:14][CH:15]=[CH:16][C:10]=3[N:9]([C:17](=[O:19])[CH3:18])[N:8]=2)[CH:2]=[CH:3][CH:4]=[CH:5][CH:6]=1. Reported procedure: 3-Phenyl-1,4-dihydropyrido[3,4-e]-as-triazine is reacted with acetic anhydride as described in Example 11 to obtain 3-phenyl-1-acetyl-1,4-dihydropyrido[3,4-e]-as-triazine with a yield of 76%; m.p.: 208°-209° C. Reactants: BrC=1C=C(C=CC1)C(C)C (m-bromo-isopropyl-benzene), [Cu](C#N)C#N (copper cyanide), O (water), N (ammonia). Solvent: N1=CC=CC=C1 (pyridine), C1(=CC=CC=C1)C (toluene). The product is C(C)(C)C=1C=C(C#N)C=CC1 (3-isopropyl-benzonitrile). RXN SMILES: Br[C:2]1[CH:3]=[C:4]([CH:8]([CH3:10])[CH3:9])[CH:5]=[CH:6][CH:7]=1.[Cu](C#N)[C:12]#[N:13].O.N>N1C=CC=CC=1.C1(C)C=CC=CC=1>[CH:8]([C:4]1[CH:3]=[C:2]([CH:7]=[CH:6][CH:5]=1)[C:12]#[N:13])([CH3:10])[CH3:9]. Procedure details: 5.15 g (25.87 mmol) m-bromo-isopropyl-benzene and 2.69 g (30.04 mmol) copper cyanide are stirred in 2.50 ml of pyridine for 24 hours at 180° C. Then 15 ml of water, 15 ml of toluene and 15 ml conc. ammonia solution are added, then the mixture is extracted. The organic phase is dried and evaporated to dryness. Starting materials: CN(C)CCCl, CN(C)C=O, [Cl-], O=C(c1[nH]c2ccccc2c1C(c1ccccc1)c1ccccc1)N1CCN(c2ccccc2Cl)CC1, Cl, [H-], [NH4+], [Na+], O. Yields the product CN(C)CCn1c(C(=O)N2CCN(c3ccccc3Cl)CC2)c(C(c2ccccc2)c2ccccc2)c2ccccc21. RXN SMILES: [CH3:41][N:42]([CH2:43][CH2:44][Cl:45])[CH3:46].[CH3:49][N:50]([CH3:51])[CH:52]=[O:53].[Cl-:47].[Cl:1][c:2]1[c:3]([N:8]2[CH2:9][CH2:10][N:11]([C:14](=[O:15])[c:16]3[nH:17][c:18]4[cH:19][cH:20][cH:21][cH:22][c:23]4[c:24]3[CH:25]([c:26]3[cH:27][cH:28][cH:29][cH:30][cH:31]3)[c:32]3[cH:33][cH:34][cH:35][cH:36][cH:37]3)[CH2:12][CH2:13]2)[cH:4][cH:5][cH:6][cH:7]1.[ClH:40].[H-:38].[NH4+:48].[Na+:39].[OH2:54]>>[Cl:1][c:2]1[c:3]([N:8]2[CH2:9][CH2:10][N:11]([C:14](=[O:15])[c:16]3[n:17]([CH2:44][CH2:43][N:42]([CH3:41])[CH3:46])[c:18]4[cH:19][cH:20][cH:21][cH:22][c:23]4[c:24]3[CH:25]([c:26]3[cH:27][cH:28][cH:29][cH:30][cH:31]3)[c:32]3[cH:33][cH:34][cH:35][cH:36][cH:37]3)[CH2:12][CH2:13]2)[cH:4][cH:5][cH:6][cH:7]1. The reactants are ClCc1ncco1, [K+], [K+], O=C([O-])[O-], CN(C)C=O, O, CC(C)(C)OC(=O)n1ncc2cc(Nc3nc(-c4cccc(O)c4)nc4ccccc34)ccc21. The product is CC(C)(C)OC(=O)n1ncc2cc(Nc3nc(-c4cccc(OCc5ncco5)c4)nc4ccccc34)ccc21. Reaction SMILES: [Cl:35][CH2:36][c:37]1[o:38][cH:39][cH:40][n:41]1.[K+:42].[K+:43].[O-:44][C:45]([O-:46])=[O:47].[O:49]=[CH:50][N:51]([CH3:52])[CH3:53].[OH2:48].[OH:1][c:2]1[cH:3][c:4](-[c:8]2[n:9][c:10]3[cH:11][cH:12][cH:13][cH:14][c:15]3[c:16]([NH:18][c:19]3[cH:20][c:21]4[cH:22][n:23][n:24]([C:28](=[O:29])[O:30][C:31]([CH3:32])([CH3:33])[CH3:34])[c:25]4[cH:26][cH:27]3)[n:17]2)[cH:5][cH:6][cH:7]1>>[O:1]([c:2]1[cH:3][c:4](-[c:8]2[n:9][c:10]3[cH:11][cH:12][cH:13][cH:14][c:15]3[c:16]([NH:18][c:19]3[cH:20][c:21]4[cH:22][n:23][n:24]([C:28](=[O:29])[O:30][C:31]([CH3:32])([CH3:33])[CH3:34])[c:25]4[cH:26][cH:27]3)[n:17]2)[cH:5][cH:6][cH:7]1)[CH2:36][c:37]1[o:38][cH:39][cH:40][n:41]1. Starting materials: CC(C)(C)OC(=O)N1CCC(Cc2ccc(Cl)c(Cl)c2)CC1, ClCCl, O=C(O)C(F)(F)F. RXN SMILES: [C:8]([O:9][C:10](=[O:11])[N:15]1[CH2:16][CH2:17][CH:18]([CH2:21][c:22]2[cH:23][c:24]([Cl:29])[c:25]([Cl:28])[cH:26][cH:27]2)[CH2:19][CH2:20]1)([CH3:12])([CH3:13])[CH3:14].[CH2:30]([Cl:31])[Cl:32].[OH:1][C:2]([C:3]([F:4])([F:5])[F:6])=[O:7]>>[NH:15]1[CH2:16][CH2:17][CH:18]([CH2:21][c:22]2[cH:23][c:24]([Cl:29])[c:25]([Cl:28])[cH:26][cH:27]2)[CH2:19][CH2:20]1. Product: Clc1ccc(CC2CCNCC2)cc1Cl. As a reaction SMILES: Cl[C:2]1[N:7]=[C:6]([C:8]2[C:9]([C:17]3[CH:18]=[CH:19][C:20]([O:34][CH3:35])=[C:21]([NH:23][C:24](=[O:33])[C:25]4[C:30]([F:31])=[CH:29][CH:28]=[CH:27][C:26]=4[F:32])[CH:22]=3)=[N:10][N:11]3[CH:16]=[CH:15][CH:14]=[CH:13][C:12]=23)[CH:5]=[CH:4][N:3]=1.[NH2:36][C:37]1[CH:46]=[C:45]2[CH:40]([CH2:41][CH2:42][N:43]([C:47](=[O:52])[C:48]([F:51])([F:50])[F:49])[CH2:44]2)[CH2:39][CH:38]=1.Cl>O1CCOCC1.CC(O)C>[F:32][C:26]1[CH:27]=[CH:28][CH:29]=[C:30]([F:31])[C:25]=1[C:24]([NH:23][C:21]1[CH:22]=[C:17]([C:9]2[C:8]([C:6]3[CH:5]=[CH:4][N:3]=[C:2]([NH:36][C:37]4[CH:46]=[C:45]5[C:40]([CH2:41][CH2:42][N:43]([C:47](=[O:52])[C:48]([F:51])([F:49])[F:50])[CH2:44]5)=[CH:39][CH:38]=4)[N:7]=3)=[C:12]3[CH:13]=[CH:14][CH:15]=[CH:16][N:11]3[N:10]=2)[CH:18]=[CH:19][C:20]=1[O:34][CH3:35])=[O:33]. Conditions: temperature 80 celsius. Product: FC1=C(C(=O)NC2=C(C=CC(=C2)C2=NN3C(C=CC=C3)=C2C2=NC(=NC=C2)NC2=CC=C3CCN(CC3=C2)C(C(F)(F)F)=O)OC)C(=CC=C1)F (2,6-Difluoro-N-{2-(methyloxy)-5-[3-(2-{[2-(trifluoroacetyl)-1,2,3,4-tetrahydro-7-isoquinolinyl]amino}-4-pyrimidinyl)pyrazolo[1,5-a]pyridin-2-yl]phenyl}benzamide). Isolated yield 44.7%. Procedure: To a solution of N-[5-[3-(2-chloro-4-pyrimidinyl)pyrazolo[1,5-a]pyridin-2-yl]-2-(methyloxy)phenyl]-2,6-difluorobenzamide (158 mg, 0.32 mmol) in 1,4-dioxane (6 mL) and 2-propanol (2 mL) was added 7-amino-N-trifluoroacetyl tetrahydroisoquinoline (158 mg, 0.64 mmol) followed by catalytic 12M HCl. After heating overnight at 80° C., reaction was quenched with saturated NaHCO3 (25 mL), solvent removed by rotary evaporation, aqueous layer extracted with DCM (25 mL), the organic layer was concentrated a... Reactants: ClC1=NC=CC(=N1)C=1C(=NN2C1C=CC=C2)C=2C=CC(=C(C2)NC(C2=C(C=CC=C2F)F)=O)OC (N-[5-[3-(2-chloro-4-pyrimidinyl)pyrazolo[1,5-a]pyridin-2-yl]-2-(methyloxy)phenyl]-2,6-difluorobenzamide), NC1=CCC2CCN(CC2=C1)C(C(F)(F)F)=O (7-amino-N-trifluoroacetyl tetrahydroisoquinoline), Cl (HCl). Solvent: O1CCOCC1 (1,4-dioxane), CC(C)O (2-propanol). The reactants are OC1CC(C2=CC=CC=C2C1)C1N(CCC1)C (2-(3-hydroxy-1,2,3,4-tetrahydronaphthalenyl)-1-methylpyrrolidine), OC1C(CC2=CC=CC=C2C1O)C1CN(CC1)C (3-(3,4-dihydroxy-1,2,3,4-tetrahydro-2-naphthalenyl)-1-methylpyrrolidine). Product: OC1CC(C=2CC=CCC2C1)C1N(CCC1)C (2-(1,2,3,4,5,8-Hexahydro-3-hydroxynaphthalenyl)-1-methylpyrrolidine). RXN SMILES: [OH:1][CH:2]1[CH2:11][C:10]2[C:5](=[CH:6][CH:7]=[CH:8][CH:9]=2)[CH:4]([CH:12]2[CH2:16][CH2:15][CH2:14][N:13]2[CH3:17])[CH2:3]1.OC1C(O)C2C(=CC=CC=2)CC1C1CCN(C)C1>>[OH:1][CH:2]1[CH2:11][C:10]2[CH2:9][CH:8]=[CH:7][CH2:6][C:5]=2[CH:4]([CH:12]2[CH2:16][CH2:15][CH2:14][N:13]2[CH3:17])[CH2:3]1. Reported procedure: Following the procedure of Example 6, part D, but substituting the 2-(3-hydroxy-1,2,3,4-tetrahydronaphthalenyl)-1-methylpyrrolidine for the 3-(3,4-dihydroxy-1,2,3,4-tetrahydro-2-naphthalenyl)-1-methylpyrrolidine, the title C compound is obtained. Reaction SMILES: [Br:1][C:2]1[CH:3]=[CH:4][C:5]2[N:6]([CH:8]=[CH:9][N:10]=2)[CH:7]=1.C(OC(OCC)CBr)C>>[Br:1][C:2]1[CH:3]=[CH:4][C:5]2[N:6]([CH:8]=[CH:9][N:10]=2)[CH:7]=1.[NH2:10][C:5]1[CH:4]=[CH:3][C:2]([Br:1])=[CH:7][N:6]=1. Yields the product BrC=1C=CC=2N(C1)C=CN2 (6-bromoimidazo[1,2-a]pyridine), NC1=NC=C(C=C1)Br (2-amino-5-bromopyridine). Reported procedure: According to a method known from a literature [M. Yamanaka et al., Chemical & Pharmaceutical Bulletin (Chem. Pharm. Bull.), 1991, vol. 39, p.1556], the title compound (Intermediate 109, 3.36 g) was obtained from commercially available bromoacetaldehyde-diethyl acetal (4.7 ml, WAKO) and 2-amino-5-bromopyridine (4.32 g, Ald). Mass (LCMS): 197 (M+), retention time: 0.73 minutes (elution condition: B). Starting materials: BrC=1C=CC=2N(C1)C=CN2 (6-bromoimidazo[1,2-a]pyridine), C(C)OC(CBr)OCC (bromoacetaldehyde-diethyl acetal). Starting materials: COC=1C=C(C=CC1B1OC(C(O1)(C)C)(C)C)N1N=CC=C1 (1-(3-methoxy-4-(4,4,5,5-tetramethyl-1,3,2-dioxaborolan-2-yl)phenyl)-1H-pyrazole), ClC=1N=NC(=CC1)C1=C(C=C(C=C1)N1N=CC=C1)OC (3-chloro-6-(2-methoxy-4-(1H-pyrazol-1-yl)phenyl)pyridazine), ClC1=CC=C(N=N1)N(C1CC(NC(C1)(C)C)(C)C)C (6-chloro-N-methyl-N-(2,2,6,6-tetramethylpiperidin-4-yl)pyridazin-3-amine). Product: COC1=C(C=CC(=C1)N1N=CC=C1)C1=CC=C(N=N1)N(C1CC(NC(C1)(C)C)(C)C)C (6-(2-methoxy-4-(1H-pyrazol-1-yl)phenyl)-N-methyl-N-(2,2,6,6-tetramethyl-piperidin-4-yl)pyridazin-3-amine). As a reaction SMILES: [CH3:1][O:2][C:3]1[CH:4]=[C:5]([N:18]2[CH:22]=[CH:21][CH:20]=[N:19]2)[CH:6]=[CH:7][C:8]=1B1OC(C)(C)C(C)(C)O1.ClC1N=NC(C2C=CC(N3C=CC=N3)=CC=2OC)=CC=1.Cl[C:44]1[N:49]=[N:48][C:47]([N:50]([CH3:61])[CH:51]2[CH2:56][C:55]([CH3:58])([CH3:57])[NH:54][C:53]([CH3:60])([CH3:59])[CH2:52]2)=[CH:46][CH:45]=1>>[CH3:1][O:2][C:3]1[CH:4]=[C:5]([N:18]2[CH:22]=[CH:21][CH:20]=[N:19]2)[CH:6]=[CH:7][C:8]=1[C:44]1[N:49]=[N:48][C:47]([N:50]([CH3:61])[CH:51]2[CH2:56][C:55]([CH3:57])([CH3:58])[NH:54][C:53]([CH3:60])([CH3:59])[CH2:52]2)=[CH:46][CH:45]=1. Reported procedure: 1-(3-methoxy-4-(4,4,5,5-tetramethyl-1,3,2-dioxaborolan-2-yl)phenyl)-1H-pyrazole from Step 3 of Intermediate 2-1, was coupled with Intermediate 1-1 under standard Suzuki coupling methods as described in GENERAL METHOD 1-2 to provide 6-(2-methoxy-4-(1H-pyrazol-1-yl)phenyl)-N-methyl-N-(2,2,6,6-tetramethyl-piperidin-4-yl)pyridazin-3-amine. The product is Cc1ccc(NC(=O)c2ccc3c(c2)C(=O)N(c2c(Cl)cccc2Cl)C3=O)cc1C. The reactants are CCN=C=NCCCN(C)C, Cc1ccc(N)cc1C, O=C(O)c1ccc2c(c1)C(=O)N(c1c(Cl)cccc1Cl)C2=O, CN(C)C=O, O, On1nnc2ccccc21. As a reaction SMILES: [CH3:23][CH2:24][N:25]=[C:26]=[N:27][CH2:28][CH2:29][CH2:30][N:31]([CH3:32])[CH3:33].[CH3:44][c:45]1[cH:46][cH:47][c:48]([NH2:49])[cH:50][c:51]1[CH3:52].[Cl:1][c:2]1[c:3]([N:9]2[C:10](=[O:22])[c:11]3[cH:12][cH:13][c:14]([C:19](=[O:20])[OH:21])[cH:15][c:16]3[C:17]2=[O:18])[c:4]([Cl:8])[cH:5][cH:6][cH:7]1.[O:53]=[CH:54][N:55]([CH3:56])[CH3:57].[OH2:58].[OH:34][n:35]1[c:36]2[c:37]([cH:38][cH:39][cH:40][cH:41]2)[n:42][n:43]1>>[Cl:1][c:2]1[c:3]([N:9]2[C:10](=[O:22])[c:11]3[cH:12][cH:13][c:14]([C:19](=[O:20])[NH:49][c:48]4[cH:47][cH:46][c:45]([CH3:44])[c:51]([CH3:52])[cH:50]4)[cH:15][c:16]3[C:17]2=[O:18])[c:4]([Cl:8])[cH:5][cH:6][cH:7]1.